This data is from the Open Reaction Database (ORD), a public repository of structured organic reaction records. The task is: describe an organic reaction: reactants, conditions, products, and yield The reactants are C(=O)(O)C12CCC(CC1)(CC2)NCC(=O)N2[C@@H](C[C@@H](C2)F)C#N ((2S,4S)-1-[[N-(4-carboxybicyclo[2.2.2]oct-1-yl)amino]acetyl]-4-fluoropyrrolidine-2-carbonitrile), NC1=CC=C(C#N)C=C1 (4-aminobenzonitrile). Yields the product C(#N)C1=CC=C(C=C1)NC(=O)C12CCC(CC1)(CC2)NCC(=O)N2[C@@H](C[C@@H](C2)F)C#N ((2S,4S)-1-[[N-[4-[N-(4-cyanophenyl)amino]carbonylbicyclo[2.2.2]oct-1-yl]amino]acetyl]-4-fluoropyrrolidine-2-carbonitrile). Isolated yield 26.9%. Reaction SMILES: [C:1]([C:4]12[CH2:11][CH2:10][C:7]([NH:12][CH2:13][C:14]([N:16]3[CH2:20][C@@H:19]([F:21])[CH2:18][C@H:17]3[C:22]#[N:23])=[O:15])([CH2:8][CH2:9]1)[CH2:6][CH2:5]2)([OH:3])=O.[NH2:24][C:25]1[CH:32]=[CH:31][C:28]([C:29]#[N:30])=[CH:27][CH:26]=1>>[C:29]([C:28]1[CH:31]=[CH:32][C:25]([NH:24][C:1]([C:4]23[CH2:11][CH2:10][C:7]([NH:12][CH2:13][C:14]([N:16]4[CH2:20][C@@H:19]([F:21])[CH2:18][C@H:17]4[C:22]#[N:23])=[O:15])([CH2:6][CH2:5]2)[CH2:8][CH2:9]3)=[O:3])=[CH:26][CH:27]=1)#[N:30]. Reported procedure: In a similar manner to Example 63, (2S,4S)-1-[[N-(4-carboxybicyclo[2.2.2]oct-1-yl)amino]acetyl]-4-fluoropyrrolidine-2-carbonitrile (50.0 mg) and 4-aminobenzonitrile (40.0 mg) were used to obtain (2S,4S)-1-[[N-[4-[N-(4-cyanophenyl)amino]carbonylbicyclo[2.2.2]oct-1-yl]amino]acetyl]-4-fluoropyrrolidine-2-carbonitrile (17.6 mg). Solvent: CC(=O)N(C)C (DMA). Run at temperature 90 celsius, time 6 hour. Reaction SMILES: [CH2:1]([C:3]1[C:11]2[C:6](=[CH:7][CH:8]=[CH:9][C:10]=2[NH:12][C:13]([C:15]2[N:19]3[CH:20]=[CH:21][CH:22]=[CH:23][C:18]3=[N:17][CH:16]=2)=[O:14])[N:5]([CH2:24][C:25]2[CH:30]=[CH:29][CH:28]=[C:27]([OH:31])[N:26]=2)[N:4]=1)[CH3:2].CS(O[C@@H:37]1[CH2:41][CH2:40][N:39]([C:42]([O:44][C:45]([CH3:48])([CH3:47])[CH3:46])=[O:43])[CH2:38]1)(=O)=O.C([O-])([O-])=O.[Cs+].[Cs+]>CC(N(C)C)=O>[CH2:1]([C:3]1[C:11]2[C:6](=[CH:7][CH:8]=[CH:9][C:10]=2[NH:12][C:13]([C:15]2[N:19]3[CH:20]=[CH:21][CH:22]=[CH:23][C:18]3=[N:17][CH:16]=2)=[O:14])[N:5]([CH2:24][C:25]2[N:26]=[C:27]([O:31][C@H:41]3[CH2:37][CH2:38][N:39]([C:42]([O:44][C:45]([CH3:48])([CH3:47])[CH3:46])=[O:43])[CH2:40]3)[CH:28]=[CH:29][CH:30]=2)[N:4]=1)[CH3:2] |f:2.3.4|. Procedure: To N-(3-ethyl-1-((6-hydroxypyridin-2-yl)methyl)-1H-indazol-4-yl)imidazo[1,2-a]pyridine-3-carboxamide (21 mg, 0.051 mmol) in DMA (2 mL) was added (R)-tert-butyl 3-(methylsulfonyloxy)pyrrolidine-1-carboxylate (20 mg, 0.076 mmol) and Cs2CO3 (33 mg, 0.10 mmol). The reaction vial was sealed, and the reaction was heated to 90° C. and stirred for 6 hours. DMA was removed under reduce pressure. The residue was diluted with EtOAc (20 mL), washed with saturated NaHCO3 aqueous solution (5 mL) and brine (5 ... The yield is 50.6%. The reactants are C(C)C1=NN(C2=CC=CC(=C12)NC(=O)C1=CN=C2N1C=CC=C2)CC2=NC(=CC=C2)O (N-(3-ethyl-1-((6-hydroxypyridin-2-yl)methyl)-1H-indazol-4-yl)imidazo[1,2-a]pyridine-3-carboxamide), CS(=O)(=O)O[C@H]1CN(CC1)C(=O)OC(C)(C)C ((R)-tert-butyl 3-(methylsulfonyloxy)pyrrolidine-1-carboxylate), C(=O)([O-])[O-].[Cs+].[Cs+] (Cs2CO3). The product is C(C)C1=NN(C2=CC=CC(=C12)NC(=O)C1=CN=C2N1C=CC=C2)CC2=CC=CC(=N2)O[C@@H]2CN(CC2)C(=O)OC(C)(C)C ((S)-tert-butyl 3-(6-((3-ethyl-4-(imidazo[1,2-a]pyridine-3-carboxamido)-1H-indazol-1-yl)methyl)pyridin-2-yloxy)pyrrolidine-1-carboxylate). The reactants are CC(C)(C)O, ClCCl, CC1(C)C(C=CC(=O)O)C1C(=O)OC(C#N)c1cccc(Oc2ccccc2)c1, CC(C)=C(Cl)N(C)C. Product: CC1(C)C(C=CC(=O)Cl)C1C(=O)OC(C#N)c1cccc(Oc2ccccc2)c1. As a reaction SMILES: [C:9]([OH:10])([CH3:11])([CH3:12])[CH3:13].[CH2:43]([Cl:44])[Cl:45].[CH3:14][C:15]1([CH3:42])[CH:16]([C:23](=[O:24])[O:25][CH:26]([c:27]2[cH:28][c:29]([O:33][c:34]3[cH:35][cH:36][cH:37][cH:38][cH:39]3)[cH:30][cH:31][cH:32]2)[C:40]#[N:41])[CH:17]1[CH:18]=[CH:19][C:20]([OH:21])=[O:22].[Cl:1][C:2]([N:3]([CH3:4])[CH3:5])=[C:6]([CH3:7])[CH3:8]>>[Cl:1][C:20]([CH:19]=[CH:18][CH:17]1[C:15]([CH3:14])([CH3:42])[CH:16]1[C:23](=[O:24])[O:25][CH:26]([c:27]1[cH:28][c:29]([O:33][c:34]2[cH:35][cH:36][cH:37][cH:38][cH:39]2)[cH:30][cH:31][cH:32]1)[C:40]#[N:41])=[O:21]. The reactants are C1(CC1)C(O)C=1OC(=CC1)CO (Cyclopropyl (5-hydroxymethylfuran-2-yl) carbinol), 66, O1C2=C(C=CC1=O)C=CC=CC=C2 (2H-cycloocta[b]pyran-2-one), CCOC(=O)C (EtOAc). The reagents and catalysts are FC(C(=O)O)(F)F (trifluoroacetic acid). The solvent is C(Cl)Cl (methylene chloride). Run at time 2.5 hour. Yields the product C1(CC1)CC1(CC=C(O1)CO)C1=C(C2=C(OC1=O)CCCCCC2)O (α-Cyclopropyl (5-hydroxymethylfurfur-2-yl)-4-hydroxy-5,6,7,8,9,10-hexahydrocycloocta[b]pyran-2-one). Reaction SMILES: [CH:1]1([CH:4]([C:6]2[O:7][C:8]([CH2:11][OH:12])=[CH:9][CH:10]=2)O)[CH2:3][CH2:2]1.[O:13]1[C:18](=[O:19])[CH:17]=[CH:16][C:15]2[CH:20]=[CH:21][CH:22]=[CH:23][CH:24]=[CH:25][C:14]1=2.CC[O:28]C(C)=O>C(Cl)Cl.FC(F)(F)C(O)=O>[CH:1]1([CH2:4][C:6]2([C:17]3[C:18](=[O:19])[O:13][C:14]4[CH2:25][CH2:24][CH2:23][CH2:22][CH2:21][CH2:20][C:15]=4[C:16]=3[OH:28])[O:7][C:8]([CH2:11][OH:12])=[CH:9][CH2:10]2)[CH2:3][CH2:2]1. Procedure: Cyclopropyl (5-hydroxymethylfuran-2-yl) carbinol of Preparation 66 (336 mg) and 2H-cycloocta[b]pyran-2-one of formula JJ-3 (427 mg) are dispersed in methylene chloride (25 mL) at 23° C. and trifluoroacetic acid (4 drops) is added. The reaction is stirred for 2.5 h, then poured into EtOAc (400 mL) and washed with water (2×50 mL) and brine. Drying over MgSO4, filtration and concentration in vacuo affords a yellow foam. The product is isolated via column chromatography (150 g silica gel), eluting w... Reactants: C1CCOC1, CC(C)c1nc(CN(C)C(=O)NC(C(=O)O)C(C)C)cs1, C(=NC1CCCCC1)=NC1CCCCC1, NC(Cc1ccccc1)CC(O)C(Cc1ccccc1)NC(=O)OCc1cncs1, On1nnc2ccccc21. Product: CC(C)c1nc(CN(C)C(=O)NC(C(=O)NC(Cc2ccccc2)CC(O)C(Cc2ccccc2)NC(=O)OCc2cncs2)C(C)C)cs1. As a reaction SMILES: [CH2:77]1[O:78][CH2:79][CH2:80][CH2:81]1.[CH3:41][N:42]([CH2:43][c:44]1[n:45][c:46]([CH:49]([CH3:50])[CH3:51])[s:47][cH:48]1)[C:52](=[O:53])[NH:54][CH:55]([CH:56]([CH3:57])[CH3:58])[C:59](=[O:60])[OH:61].[CH:62]1([N:63]=[C:64]=[N:65][CH:66]2[CH2:67][CH2:68][CH2:69][CH2:70][CH2:71]2)[CH2:72][CH2:73][CH2:74][CH2:75][CH2:76]1.[NH2:1][CH:2]([CH2:3][CH:4]([CH:5]([CH2:6][c:7]1[cH:8][cH:9][cH:10][cH:11][cH:12]1)[NH:13][C:14](=[O:15])[O:16][CH2:17][c:18]1[cH:19][n:20][cH:21][s:22]1)[OH:23])[CH2:24][c:25]1[cH:26][cH:27][cH:28][cH:29][cH:30]1.[OH:31][n:32]1[c:33]2[c:34]([cH:35][cH:36][cH:37][cH:38]2)[n:39][n:40]1>>[NH:1]([CH:2]([CH2:3][CH:4]([CH:5]([CH2:6][c:7]1[cH:8][cH:9][cH:10][cH:11][cH:12]1)[NH:13][C:14](=[O:15])[O:16][CH2:17][c:18]1[cH:19][n:20][cH:21][s:22]1)[OH:23])[CH2:24][c:25]1[cH:26][cH:27][cH:28][cH:29][cH:30]1)[C:59]([CH:55]([NH:54][C:52]([N:42]([CH3:41])[CH2:43][c:44]1[n:45][c:46]([CH:49]([CH3:50])[CH3:51])[s:47][cH:48]1)=[O:53])[CH:56]([CH3:57])[CH3:58])=[O:60]. Reactants: BrC(Br)=Cc1cc2ccccc2s1, [K+], CC(C)(C)OC(=O)N1CCNCC1, C1CCOC1, [OH-], O. The product is CC(C)(C)OC(=O)N1CCN(C(O)Cc2cc3ccccc3s2)CC1. Reaction SMILES: [Br:1][C:2](=[CH:3][c:4]1[cH:5][c:6]2[c:7]([s:8]1)[cH:9][cH:10][cH:11][cH:12]2)[Br:13].[K+:28].[N:14]1([C:20](=[O:21])[O:22][C:23]([CH3:24])([CH3:25])[CH3:26])[CH2:15][CH2:16][NH:17][CH2:18][CH2:19]1.[O:30]1[CH2:31][CH2:32][CH2:33][CH2:34]1.[OH-:27].[OH2:29]>>[CH:2]([CH2:3][c:4]1[cH:5][c:6]2[c:7]([s:8]1)[cH:9][cH:10][cH:11][cH:12]2)([N:17]1[CH2:16][CH2:15][N:14]([C:20](=[O:21])[O:22][C:23]([CH3:24])([CH3:25])[CH3:26])[CH2:19][CH2:18]1)[OH:27]. The reactants are C(C)OC(=O)[C@H]1[C@@H](C[C@H](C1)OS(=O)(=O)C)C(=O)N1CC(CC1)(F)F ((1R,2R,4R)-2-(3,3-Difluoro-pyrrolidine-1-carbonyl)-4-methanesulfonyloxy-cyclopentanecarboxylic acid ethyl ester), ClC1=C(C=CC(=C1)Br)S (2-chloro-4-bromothiophenol), yellow oil. Yields the product C(C)OC(=O)[C@H]1[C@@H](C[C@@H](C1)SC1=C(C=C(C=C1)Br)Cl)C(=O)N1CC(CC1)(F)F ((1R,2R,4S)-4-(2-Chloro-4-bromo-phenylsulfanyl)-2-(3,3-difluoro-pyrrolidine-1-carbonyl)-cyclopentanecarboxylic acid ethyl ester). As a reaction SMILES: [CH2:1]([O:3][C:4]([C@@H:6]1[CH2:10][C@H:9](OS(C)(=O)=O)[CH2:8][C@H:7]1[C:16]([N:18]1[CH2:22][CH2:21][C:20]([F:24])([F:23])[CH2:19]1)=[O:17])=[O:5])[CH3:2].[Cl:25][C:26]1[CH:31]=[C:30]([Br:32])[CH:29]=[CH:28][C:27]=1[SH:33]>>[CH2:1]([O:3][C:4]([C@@H:6]1[CH2:10][C@@H:9]([S:33][C:27]2[CH:28]=[CH:29][C:30]([Br:32])=[CH:31][C:26]=2[Cl:25])[CH2:8][C@H:7]1[C:16]([N:18]1[CH2:22][CH2:21][C:20]([F:23])([F:24])[CH2:19]1)=[O:17])=[O:5])[CH3:2]. Procedure: The title compound was prepared in analogy to example 68/69 step 8 using (1R,2R,4R)-2-(3,3-Difluoro-pyrrolidine-1-carbonyl)-4-methanesulfonyloxy-cyclopentanecarboxylic acid ethyl ester (example 186 step 3) and 2-chloro-4-bromothiophenol. Light yellow oil (89%). MS (EI): 498.0 (M+H)+. Starting materials: CC(=O)O, CCOC(=O)C(=O)c1cc([N+](=O)[O-])c(F)cc1C. Yields the product CCOC(=O)C(=O)c1cc(N)c(F)cc1C. Reaction SMILES: [C:19]([OH:20])(=[O:21])[CH3:22].[F:1][c:2]1[cH:3][c:4]([CH3:18])[c:5]([C:11]([C:12](=[O:13])[O:14][CH2:15][CH3:16])=[O:17])[cH:6][c:7]1[N+:8]([O-:9])=[O:10]>>[F:1][c:2]1[cH:3][c:4]([CH3:18])[c:5]([C:11]([C:12](=[O:13])[O:14][CH2:15][CH3:16])=[O:17])[cH:6][c:7]1[NH2:8].